This data is from the Open Reaction Database (ORD), a public repository of structured organic reaction records. The task is: describe an organic reaction: reactants, conditions, products, and yield Starting materials: FC1=C(C(=CC(=C1F)F)F)[N+](=O)[O-] (2,3,4,6-tetrafluoronitrobenzene), FC1=C(N)C=CC(=C1)Br (2-fluoro-4-bromoaniline). The product is BrC1=CC(=C(C=C1)NC1=C(C(=CC(=C1[N+](=O)[O-])F)F)F)F ((4-Bromo-2-fluoro-phenyl)-(2,3,5-trifluoro-6-nitro-phenyl)-amine). Yield: 0.1%. RXN SMILES: F[C:2]1[C:7]([F:8])=[C:6]([F:9])[CH:5]=[C:4]([F:10])[C:3]=1[N+:11]([O-:13])=[O:12].[F:14][C:15]1[CH:21]=[C:20]([Br:22])[CH:19]=[CH:18][C:16]=1[NH2:17]>>[Br:22][C:20]1[CH:19]=[CH:18][C:16]([NH:17][C:2]2[C:3]([N+:11]([O-:13])=[O:12])=[C:4]([F:10])[CH:5]=[C:6]([F:9])[C:7]=2[F:8])=[C:15]([F:14])[CH:21]=1. Procedure: Intermediate I-2a was prepared from 2,3,4,6-tetrafluoronitrobenzene (25 g, 128 mol) and 2-fluoro-4-bromoaniline (24.36 g, 128 mol) using procedures analogous to those described above for the preparation of Intermediate (I-1a) to afford 25 g of the product (64% yield). H1NMR (DMSO-d6, 300 MHz): δ 8.84 (s, 1H), 7.70-7.60 (m, 1H), 7.56 (dd, 1H), 7.29 (d, 1H), 7.04 (t, 1H). LCMS: 99.02%, m/z=366.9 (M+2). The reactants are O=[N+]([O-])c1ccc(O)cc1, [Na+], CN(C)C=O, [OH-], OCCCl. Product: O=[N+]([O-])c1ccc(OCCO)cc1. RXN SMILES: [N+:3](=[O:4])([O-:5])[c:6]1[cH:7][cH:8][c:9]([OH:12])[cH:10][cH:11]1.[Na+:2].[O:17]=[CH:18][N:19]([CH3:20])[CH3:21].[OH-:1].[OH:13][CH2:14][CH2:15][Cl:16]>>[N+:3](=[O:4])([O-:5])[c:6]1[cH:7][cH:8][c:9]([O:12][CH2:15][CH2:14][OH:13])[cH:10][cH:11]1. The reactants are C(C)(=O)OCC=1CS[C@H]2N(C1C(=O)O)C([C@H]2NC=O)=O (3-acetyloxymethyl-7β-formylamino-ceph-3-em-4-carboxylic acid), FC(C(=O)O)(F)F (trifluoroacetic acid), C(C)(=O)OCC1=CS[C@H]2N(C1C(=O)O)C([C@H]2NC=O)=O (3-acetyloxymethyl-7β-formylamino-ceph-2-em-4ξ-carboxylic acid), S1C=CC=C1 (thiophene). Run at time 20 minute. The product is C(=O)N[C@H]1[C@@H]2N(C(C(=CS2)CC2=CC=CS2)C(=O)O)C1=O (7β-formylamino-3-(2-thenyl)-ceph-2-em-4ξ-carboxylic acid). RXN SMILES: C(O[CH2:5][C:6]1[CH2:7][S:8][C@@H:9]2[C@H:16]([NH:17][CH:18]=[O:19])[C:15](=[O:20])[N:10]2[C:11]=1[C:12]([OH:14])=[O:13])(=O)C.C(OCC1C(C(O)=O)N2[C:35](=O)[C@@H:36](NC=O)[C@H:29]2[S:28][CH:27]=1)(=O)C.S1C=CC=C1.FC(F)(F)C(O)=O>>[CH:18]([NH:17][C@@H:16]1[C:15](=[O:20])[N:10]2[CH:11]([C:12]([OH:14])=[O:13])[C:6]([CH2:5][C:27]3[S:28][CH:29]=[CH:36][CH:35]=3)=[CH:7][S:8][C@H:9]12)=[O:19]. Reported procedure: A mixture of 4.6 g of an approximately 1:3-mixture of 3-acetyloxymethyl-7β-formylamino-ceph-3-em-4-carboxylic acid and 3-acetyloxymethyl-7β-formylamino-ceph-2-em-4ξ-carboxylic acid (prepared as described below), 7 ml of thiophene and 28 ml of trifluoroacetic acid is allowed to stand for 20 minutes at room temperature and then evaporated to dryness while repeatedly adding toluene. The semi-crystalline residue is dissolved in hot methyl acetate and the solution diluted with methylene chloride and ... The reactants are N[C@H](C(=O)NCCCC[C@@H](CO)N(CC(C)C)S(=O)(=O)C1=CC=C(C=C1)N)CC1=CC2=CC=CC=C2C=C1 ((2S,5S)-2-amino-N-{5-[(4-amino-benzenesulfonyl)-isobutyl-amino]-6-hydroxy-hexyl}-3-naphthalen-2-yl-propionamide), product, N1(CCOCC1)C(=O)Cl (4-morpholinecarbonyl chloride). Product: NC1=CC=C(C=C1)S(=O)(=O)N([C@@H](CCCCNC(=O)[C@H](CC1=CC2=CC=CC=C2C=C1)NC(=O)N1CCOCC1)CO)CC(C)C ((1S,5S)-Morpholine-4-carboxylic Acid (1-{5-[(4-Amino-benzenesulfonyl)-isobutyl-amino]-6-hydroxy-hexylcarbamoyl}-2-naphthalen-2-yl-ethyl)-amide). RXN SMILES: [NH2:1][C@@H:2]([CH2:28][C:29]1[CH:38]=[CH:37][C:36]2[C:31](=[CH:32][CH:33]=[CH:34][CH:35]=2)[CH:30]=1)[C:3]([NH:5][CH2:6][CH2:7][CH2:8][CH2:9][C@H:10]([N:13]([S:18]([C:21]1[CH:26]=[CH:25][C:24]([NH2:27])=[CH:23][CH:22]=1)(=[O:20])=[O:19])[CH2:14][CH:15]([CH3:17])[CH3:16])[CH2:11][OH:12])=[O:4].[N:39]1([C:45](Cl)=[O:46])[CH2:44][CH2:43][O:42][CH2:41][CH2:40]1>>[NH2:27][C:24]1[CH:23]=[CH:22][C:21]([S:18]([N:13]([CH2:14][CH:15]([CH3:17])[CH3:16])[C@H:10]([CH2:11][OH:12])[CH2:9][CH2:8][CH2:7][CH2:6][NH:5][C:3]([C@@H:2]([NH:1][C:45]([N:39]2[CH2:44][CH2:43][O:42][CH2:41][CH2:40]2)=[O:46])[CH2:28][C:29]2[CH:38]=[CH:37][C:36]3[C:31](=[CH:32][CH:33]=[CH:34][CH:35]=3)[CH:30]=2)=[O:4])(=[O:20])=[O:19])=[CH:26][CH:25]=1. Procedure: The title compound was prepared from (2S,5S)-2-amino-N-{5-[(4-amino-benzenesulfonyl)-isobutyl-amino]-6-hydroxy-hexyl}-3-naphthalen-2-yl-propionamide (product of example 49) as described in general procedure D using 4-morpholinecarbonyl chloride. The final product was obtained in 21% yield. The reactants are C(C)(=O)C=1OC(=CC(C1O)=O)C1=CC=CC=C1 (2-acetyl-3-hydroxy-6-phenyl-4H-pyran-4-one), C([O-])([O-])=O.[K+].[K+] (potassium carbonate), C(C1=CC=CC=C1)Br (benzyl bromide), CN(C)C=O (DMF). Run in O (water). Reaction conditions: time 2 hour. Yields the product C(C)(=O)C=1OC(=CC(C1OCC1=CC=CC=C1)=O)C1=CC=CC=C1 (2-acetyl-3-(benzyloxy)-6-phenyl-4H-pyran-4-one). Reaction SMILES: [C:1]([C:4]1[O:5][C:6]([C:12]2[CH:17]=[CH:16][CH:15]=[CH:14][CH:13]=2)=[CH:7][C:8](=[O:11])[C:9]=1[OH:10])(=[O:3])[CH3:2].C(=O)([O-])[O-].[K+].[K+].[CH2:24](Br)[C:25]1[CH:30]=[CH:29][CH:28]=[CH:27][CH:26]=1.CN(C=O)C>O>[C:1]([C:4]1[O:5][C:6]([C:12]2[CH:17]=[CH:16][CH:15]=[CH:14][CH:13]=2)=[CH:7][C:8](=[O:11])[C:9]=1[O:10][CH2:24][C:25]1[CH:30]=[CH:29][CH:28]=[CH:27][CH:26]=1)(=[O:3])[CH3:2] |f:1.2.3|. Procedure: A mixture of 2-acetyl-3-hydroxy-6-phenyl-4H-pyran-4-one (0.53 g), potassium carbonate (0.40 g), benzyl bromide (0.27 mL) and DMF (10 mL) was stirred at room temperature for 2 hr. The reaction mixture was diluted with water, and extracted with ethyl acetate. The extract was dried over anhydrous sodium sulfate, and concentrated under reduced pressure. The residue was purified by silica gel column chromatography (ethyl acetate/hexane) to give the title compound (0.18 g).